Dataset: the Open Reaction Database (ORD), a public repository of structured organic reaction records. Task: describe an organic reaction: reactants, conditions, products, and yield RXN SMILES: Br[C:2]1[CH:3]=[C:4]([C:8]2[C:16]3[C:11](=[N:12][C:13]([NH:17][CH2:18][CH2:19][N:20]4[CH2:25][CH2:24][O:23][CH2:22][CH2:21]4)=[N:14][CH:15]=3)[N:10]([CH2:26][O:27][CH2:28][CH2:29][Si:30]([CH3:33])([CH3:32])[CH3:31])[N:9]=2)[CH:5]=[CH:6][CH:7]=1.[Cl:34][C:35]1[CH:42]=[CH:41][CH:40]=[CH:39][C:36]=1[CH2:37][NH2:38].CN(C1C(C2C(P(C3CCCCC3)C3CCCCC3)=CC=CC=2)=CC=CC=1)C.C(O[Na])(C)(C)C>O1CCOCC1.C1C=CC(/C=C/C(/C=C/C2C=CC=CC=2)=O)=CC=1.C1C=CC(/C=C/C(/C=C/C2C=CC=CC=2)=O)=CC=1.C1C=CC(/C=C/C(/C=C/C2C=CC=CC=2)=O)=CC=1.[Pd].[Pd]>[Cl:34][C:35]1[CH:42]=[CH:41][CH:40]=[CH:39][C:36]=1[CH2:37][NH:38][C:2]1[CH:3]=[C:4]([C:8]2[C:16]3[C:11](=[N:12][C:13]([NH:17][CH2:18][CH2:19][N:20]4[CH2:25][CH2:24][O:23][CH2:22][CH2:21]4)=[N:14][CH:15]=3)[N:10]([CH2:26][O:27][CH2:28][CH2:29][Si:30]([CH3:33])([CH3:32])[CH3:31])[N:9]=2)[CH:5]=[CH:6][CH:7]=1 |f:5.6.7.8.9|. Reported procedure: To a stirred solution of [3-(3-bromo-phenyl)-1-(2-trimethylsilanyl-ethoxymethyl)-1H-pyrazolo[3,4-d]pyrimidin-6-yl]-(2-morpholin-4-yl-ethyl)-amine (from Example 40 supra) (250 mg, 0.468 mmol), 2-chlorobenzylamine (80 mg, 0.564 mmol), DavePhos (37 mg) and t-BuONa (54 mg, 0.564 mmol) in 1,4-dioxane (10 mL), Pd2(dba)3 (42 mg, 0.073 mmol) was added in one portion under N2 atmosphere. The resultant mixture was stirred at 100° C. for 6 hours. The mixture was cooled and filtered; the filtrate was evapor... Reagents/catalysts: C=1C=CC(=CC1)/C=C/C(=O)/C=C/C2=CC=CC=C2.C=1C=CC(=CC1)/C=C/C(=O)/C=C/C2=CC=CC=C2.C=1C=CC(=CC1)/C=C/C(=O)/C=C/C2=CC=CC=C2.[Pd].[Pd] (Pd2(dba)3). Reactants: resultant mixture, BrC=1C=C(C=CC1)C1=NN(C2=NC(=NC=C21)NCCN2CCOCC2)COCC[Si](C)(C)C ([3-(3-bromo-phenyl)-1-(2-trimethylsilanyl-ethoxymethyl)-1H-pyrazolo[3,4-d]pyrimidin-6-yl]-(2-morpholin-4-yl-ethyl)-amine), ClC1=C(CN)C=CC=C1 (2-chlorobenzylamine), CN(C)C1=CC=CC=C1C2=CC=CC=C2P(C3CCCCC3)C4CCCCC4 (DavePhos), C(C)(C)(C)O[Na] (t-BuONa). Product: ClC1=C(CNC=2C=C(C=CC2)C2=NN(C3=NC(=NC=C32)NCCN3CCOCC3)COCC[Si](C)(C)C)C=CC=C1 ([3-[3-(2-chloro-benzylamino)-phenyl]-1-(2-trimethylsilanyl-ethoxymethyl)-1H-pyrazolo[3,4-d]pyrimidin-6-yl]-(2-morpholin-4-yl-ethyl)-amine). Run in O1CCOCC1 (1,4-dioxane). Yields the product COc1ccc(-c2c(C(=O)O)oc3cc(O)c(Cl)cc3c2=O)cc1. The reactants are COC(=O)c1oc2cc(O)c(Cl)cc2c(=O)c1-c1ccc(OC)cc1, CO, [Na+], O=C([O-])O. RXN SMILES: [CH3:1][O:2][C:3](=[O:4])[c:5]1[o:6][c:7]2[cH:8][c:9]([OH:25])[c:10]([Cl:24])[cH:11][c:12]2[c:13](=[O:23])[c:14]1-[c:15]1[cH:16][cH:17][c:18]([O:21][CH3:22])[cH:19][cH:20]1.[CH3:31][OH:32].[Na+:30].[O-:26][C:27]([OH:28])=[O:29]>>[O:2]=[C:3]([OH:4])[c:5]1[o:6][c:7]2[cH:8][c:9]([OH:25])[c:10]([Cl:24])[cH:11][c:12]2[c:13](=[O:23])[c:14]1-[c:15]1[cH:16][cH:17][c:18]([O:21][CH3:22])[cH:19][cH:20]1. Starting materials: [Al+3], CCOCC, [H-], [H-], [H-], [H-], [Li+], [Na+], [OH-], O, Cc1ccc(S(=O)(=O)OCCc2c(F)ccc(F)c2F)cc1. Product: CCc1c(F)ccc(F)c1F. RXN SMILES: [Al+3:2].[CH3:32][CH2:33][O:34][CH2:35][CH3:36].[H-:1].[H-:4].[H-:5].[H-:6].[Li+:3].[Na+:31].[OH-:30].[OH2:29].[c:7]1([CH3:8])[cH:9][cH:10][c:11]([S:12]([O:13][CH2:17][CH2:18][c:19]2[c:20]([F:27])[c:21]([F:26])[cH:22][cH:23][c:24]2[F:25])(=[O:14])=[O:15])[cH:16][cH:28]1>>[CH3:17][CH2:18][c:19]1[c:20]([F:27])[c:21]([F:26])[cH:22][cH:23][c:24]1[F:25]. Reactants: C(C)(C)(C)C1=CC=C(NC2=NN=C(C3=CC=CC=C23)CC=2C=NC(=C(C2)C=2OC=CC2)OC)C=C1 (1-(4-tert-Butyl-anilino)4[5-(furan-2-yl)-6-methoxy-(pyridin-3-yl)-methyl]phthalazine), C(C)(C)(C)C1=CC=C(NC2=NN=C(C3=CC=CC=C23)CC=2C=NC(=C(C2)Br)OC)C=C1 (1-(4-tert-butyl-anilino)-4-[5-bromo-6-methoxy-(pyridin-3-yl)-methyl]phthalazine), Pd[P(C8H5)3]4, C(CCC)[Sn](C=1OC=CC1)(CCCC)CCCC (2-tributylstannyl-furan). Run in CCOC(=O)C (EtOAc). Run at temperature 100 celsius, time 4 hour. Yields the product C(C)(C)(C)C1=CC=C(NC2=NN=C(C3=CC=CC=C23)CC=2C=NC(=C(C2)C=2OC=CC2)O)C=C1 (1-(4-tert-Butyl-anilino)-4-[5-(furan-2-yl)-6-hydroxy-(pyridin-3-yl)-methyl]phthalazine). As a reaction SMILES: [C:1]([C:5]1[CH:35]=[CH:34][C:8]([NH:9][C:10]2[C:19]3[C:14](=[CH:15][CH:16]=[CH:17][CH:18]=3)[C:13]([CH2:20][C:21]3[CH:22]=[N:23][C:24]([O:32]C)=[C:25]([C:27]4[O:28][CH:29]=[CH:30][CH:31]=4)[CH:26]=3)=[N:12][N:11]=2)=[CH:7][CH:6]=1)([CH3:4])([CH3:3])[CH3:2].C(C1C=CC(NC2C3C(=CC=CC=3)C(CC3C=NC(OC)=C(Br)C=3)=NN=2)=CC=1)(C)(C)C.C([Sn](CCCC)(CCCC)C1OC=CC=1)CCC>CCOC(C)=O>[C:1]([C:5]1[CH:6]=[CH:7][C:8]([NH:9][C:10]2[C:19]3[C:14](=[CH:15][CH:16]=[CH:17][CH:18]=3)[C:13]([CH2:20][C:21]3[CH:22]=[N:23][C:24]([OH:32])=[C:25]([C:27]4[O:28][CH:29]=[CH:30][CH:31]=4)[CH:26]=3)=[N:12][N:11]=2)=[CH:34][CH:35]=1)([CH3:4])([CH3:2])[CH3:3]. Reported procedure: 1-(4-tert-Butyl-anilino)4[5-(furan-2-yl)-6-methoxy-(pyridin-3-yl)-methyl]phthalazine: To a solution of 366 mg (0.76 mMol) 1-(4-tert-butyl-anilino)-4-[5-bromo-6-methoxy-(pyridin-3-yl)-methyl]phthalazine (Ex. 17: a) In 7 ml degassed DMF under a N2-atmoshere are added 174 mg (0.15 mMol) of Pd[P(C8H5)3]4 and 0.6 ml (1.9 mMol) of 2-tributylstannyl-furan (Aldrich). After 4 h stirring at 100° C., the reaction mixture is diluted with EtOAc and washed with NaHCO3 solution. The aqueous layers are extracte... Reactants: CC(=C)CCC=1NC2=CC=CC=C2C1 (2-(2-methyl-1-buten-4-yl) indole), BrCC=C(C)C (4-bromo-2-methyl-2-butene). Yields the product CC(C)=CCCC=1NC2=CC=CC=C2C1 (2-(2-methyl-2-penten-5-yl) indole). As a reaction SMILES: CC(C[CH2:5][C:6]1[NH:7][C:8]2[C:13]([CH:14]=1)=[CH:12][CH:11]=[CH:10][CH:9]=2)=C.Br[CH2:16][CH:17]=[C:18]([CH3:20])[CH3:19]>>[CH3:19][C:18](=[CH:17][CH2:16][CH2:5][C:6]1[NH:7][C:8]2[C:13]([CH:14]=1)=[CH:12][CH:11]=[CH:10][CH:9]=2)[CH3:20]. Reported procedure: Refer to 28a) using 4-bromo-2-methyl-2-butene as the alkylating reagent. Reactants: FC1=NC=C(C=C1[C@H]1NC(O[C@@H]1C1=CC(=CC=C1)F)=O)C#C[Si](C)(C)C ((4R,5R)-4-(2-fluoro-5-((trimethylsilyl)ethynyl)pyridin-3-yl)-5-(3-fluorophenyl)oxazolidin-2-one), C([O-])([O-])=O.[K+].[K+] (potassium carbonate). The solvent is CO (MeOH). The product is C(#C)C=1C=C(C(=NC1)F)[C@H]1NC(O[C@@H]1C1=CC(=CC=C1)F)=O ((4R,5R)-4-(5-ethynyl-2-fluoropyridin-3-yl)-5-(3-fluorophenyl)oxazolidin-2-one). Isolated yield 87.0%. Reaction SMILES: [F:1][C:2]1[C:7]([C@@H:8]2[C@@H:12]([C:13]3[CH:18]=[CH:17][CH:16]=[C:15]([F:19])[CH:14]=3)[O:11][C:10](=[O:20])[NH:9]2)=[CH:6][C:5]([C:21]#[C:22][Si](C)(C)C)=[CH:4][N:3]=1.C(=O)([O-])[O-].[K+].[K+]>CO>[C:21]([C:5]1[CH:6]=[C:7]([C@@H:8]2[C@@H:12]([C:13]3[CH:18]=[CH:17][CH:16]=[C:15]([F:19])[CH:14]=3)[O:11][C:10](=[O:20])[NH:9]2)[C:2]([F:1])=[N:3][CH:4]=1)#[CH:22] |f:1.2.3|. Reported procedure: To a 25 mL round bottom flask was added (4R,5R)-4-(2-fluoro-5-((trimethylsilyl)ethynyl)pyridin-3-yl)-5-(3-fluorophenyl)oxazolidin-2-one (77 mg, 0.207 mmol) in MeOH (4 mL). The solution was stirred and potassium carbonate (28.6 mg, 0.207 mmol) was added in one portion and the reaction was allowed to stir for 30 min. The reaction was complete by TLC and LC/MS. The reaction solvent was then evaporated in vacuo and the crude solid was dissolved in dichloromethane and washed with saturated ammonium c...